Dataset: the Open Reaction Database (ORD), a public repository of structured organic reaction records. Task: describe an organic reaction: reactants, conditions, products, and yield Reactants: ClC=1C=C(C2=C(C(OC(=N2)C2=CC(=NN2C2=NC=CC=C2Cl)C(F)(F)F)=O)C1)C (6-chloro-2-[1-(3-chloro-2-pyridinyl)-3-(trifluoromethyl)-1H-pyrazol-5-yl]-8-methyl-4H-3,1-benzoxazin-4-one), NCC1OCC1 (2-aminomethyloxetane), NCC1OCC1 (2-aminomethyloxetane). The solvent is O1CCCC1 (tetrahydrofurane). Product: Si, ClC1=CC(=C(C(=C1)C(=O)NCC1OCC1)NC(=O)C1=CC(=NN1C1=NC=CC=C1Cl)C(F)(F)F)C (N-(4-chloro-2-methyl-6-[([oxetan-2-ylmethyl]amino)carbonyl]phenyl)-1-(3-chloro-2-pyridinyl)-3-(trifluoromethyl)-1H-pyrazole-5-carboxamide). The yield is 71.0%. Reaction SMILES: [Cl:1][C:2]1[CH:3]=[C:4]([CH3:29])[C:5]2[N:10]=[C:9]([C:11]3[N:15]([C:16]4[C:21]([Cl:22])=[CH:20][CH:19]=[CH:18][N:17]=4)[N:14]=[C:13]([C:23]([F:26])([F:25])[F:24])[CH:12]=3)[O:8][C:7](=[O:27])[C:6]=2[CH:28]=1.[NH2:30][CH2:31][CH:32]1[CH2:35][CH2:34][O:33]1>O1CCCC1>[Cl:1][C:2]1[CH:28]=[C:6]([C:7]([NH:30][CH2:31][CH:32]2[CH2:35][CH2:34][O:33]2)=[O:27])[C:5]([NH:10][C:9]([C:11]2[N:15]([C:16]3[C:21]([Cl:22])=[CH:20][CH:19]=[CH:18][N:17]=3)[N:14]=[C:13]([C:23]([F:25])([F:24])[F:26])[CH:12]=2)=[O:8])=[C:4]([CH3:29])[CH:3]=1. Reported procedure: To a solution of 6-chloro-2-[1-(3-chloro-2-pyridinyl)-3-(trifluoromethyl)-1H-pyrazol-5-yl]-8-methyl-4H-3,1-benzoxazin-4-one (200 mg, 0.45 mmol) (prepared according to WO 02/48115, example 2D) in tetrahydrofurane (4 ml), is added 2-aminomethyloxetane (the product of step 2) (79 mg, 0.91 mmol), and the mixture is heated to reflux for 30 minutes. The solution is allowed to cool to ambient temperature and the solvent evaporated in vacuo. The residue is purified by prep. HPLC (hexane/ethyl acetate gr... Starting materials: O=C([O-])[O-], COC(=O)c1ccc(O)cc1OC, CCI, [K+], [K+], CN(C)C=O, O. Yields the product CCOc1ccc(C(=O)OC)c(OC)c1. As a reaction SMILES: [C:14](=[O:15])([O-:16])[O-:17].[CH3:1][O:2][C:3]([c:4]1[c:5]([O:11][CH3:12])[cH:6][c:7]([OH:10])[cH:8][cH:9]1)=[O:13].[I:20][CH2:21][CH3:22].[K+:18].[K+:19].[O:24]=[CH:25][N:26]([CH3:27])[CH3:28].[OH2:23]>>[CH3:1][O:2][C:3]([c:4]1[c:5]([O:11][CH3:12])[cH:6][c:7]([O:10][CH2:21][CH3:22])[cH:8][cH:9]1)=[O:13].